Dataset: the Open Reaction Database (ORD), a public repository of structured organic reaction records. Task: describe an organic reaction: reactants, conditions, products, and yield Starting materials: Cc1cc(Oc2ccc(NC(=O)Nc3cc(C(C)(C)C)nn3-c3ccc(CO)cc3)c(F)c2)ccn1, O=C([O-])[O-], C1CCOC1, CS(=O)(=O)Cl, COCCO, CCOC(C)=O, [K+], [K+], [Na+], [Na+], O=C([O-])[O-]. Product: COCCOCc1ccc(-n2nc(C(C)(C)C)cc2NC(=O)Nc2ccc(Oc3ccnc(C)c3)cc2F)cc1. RXN SMILES: [C:1]([CH3:2])([CH3:3])([CH3:4])[c:5]1[cH:6][c:7]([NH:18][C:19](=[O:20])[NH:21][c:22]2[c:23]([F:36])[cH:24][c:25]([O:28][c:29]3[cH:30][c:31]([CH3:35])[n:32][cH:33][cH:34]3)[cH:26][cH:27]2)[n:8](-[c:10]2[cH:11][cH:12][c:13]([CH2:16][OH:17])[cH:14][cH:15]2)[n:9]1.[C:53](=[O:54])([O-:55])[O-:56].[CH2:59]1[O:60][CH2:61][CH2:62][CH2:63]1.[CH3:43][S:44](=[O:45])(=[O:46])[Cl:47].[CH3:48][O:49][CH2:50][CH2:51][OH:52].[CH3:64][CH2:65][O:66][C:67]([CH3:68])=[O:69].[K+:37].[K+:38].[Na+:57].[Na+:58].[O-:39][C:40]([O-:41])=[O:42]>>[C:1]([CH3:2])([CH3:3])([CH3:4])[c:5]1[cH:6][c:7]([NH:18][C:19](=[O:20])[NH:21][c:22]2[c:23]([F:36])[cH:24][c:25]([O:28][c:29]3[cH:30][c:31]([CH3:35])[n:32][cH:33][cH:34]3)[cH:26][cH:27]2)[n:8](-[c:10]2[cH:11][cH:12][c:13]([CH2:16][O:17][CH2:51][CH2:50][O:49][CH3:48])[cH:14][cH:15]2)[n:9]1. Starting materials: CCCCCCCC(=O)C([NH3+])(C(=O)CCCCCCC)C(=O)CCCCCCC, CCO, [Cl-], CCO[Si](CCl)(OCC)c1ccccc1, [I-], [Na+]. Product: CCO[Si](CI)(OCC)c1ccccc1. As a reaction SMILES: [C:19]([C:20]([NH3+:21])([C:22](=[O:23])[CH2:24][CH2:25][CH2:26][CH2:27][CH2:28][CH2:29][CH3:30])[C:31](=[O:32])[CH2:33][CH2:34][CH2:35][CH2:36][CH2:37][CH2:38][CH3:39])(=[O:40])[CH2:41][CH2:42][CH2:43][CH2:44][CH2:45][CH2:46][CH3:47].[CH2:48]([OH:49])[CH3:50].[Cl-:18].[Cl:1][CH2:2][Si:3]([c:4]1[cH:5][cH:6][cH:7][cH:8][cH:9]1)([O:10][CH2:11][CH3:12])[O:13][CH2:14][CH3:15].[I-:17].[Na+:16]>>[CH2:2]([Si:3]([c:4]1[cH:5][cH:6][cH:7][cH:8][cH:9]1)([O:10][CH2:11][CH3:12])[O:13][CH2:14][CH3:15])[I:17]. Reactants: C(O)([O-])=O.[Na+] (sodium hydrogen carbonate), C1(CCCCC1)C(=O)C1=C(C=2C(=NC=CC2)S1)C (cyclohexyl(3-methylthieno[2,3-b]pyridin-2-yl)methanone), NC1=CC=C(C(=O)OC)C=C1 (methyl 4-aminobenzoate), C(O)([O-])=O.[Na+] (sodium hydrogen carbonate), solution, C(#N)[BH3-].[Na+] (sodium cyanoborohydride). Reagents/catalysts: [Ti](Cl)(Cl)(Cl)Cl (titanium (IV) chloride). Run in C(Cl)Cl (methylene chloride), C(C)N(CC)CC (triethylamine), O1CCCC1 (tetrahydrofuran), C(C)(=O)O (acetic acid). Reaction conditions: time 1.5 day. Yields the product C1(CCCCC1)C(C1=C(C=2C(=NC=CC2)S1)C)NC1=CC=C(C(=O)OC)C=C1 (methyl 4-{[cyclohexyl(3-methylthieno[2,3-b]pyridin-2-yl)methyl]amino}benzoate). The yield is 64.1%. RXN SMILES: [CH:1]1([C:7]([C:9]2[S:17][C:12]3=[N:13][CH:14]=[CH:15][CH:16]=[C:11]3[C:10]=2[CH3:18])=O)[CH2:6][CH2:5][CH2:4][CH2:3][CH2:2]1.[NH2:19][C:20]1[CH:29]=[CH:28][C:23]([C:24]([O:26][CH3:27])=[O:25])=[CH:22][CH:21]=1.C(=O)([O-])O.[Na+].C([BH3-])#N.[Na+]>O1CCCC1.[Ti](Cl)(Cl)(Cl)Cl.C(O)(=O)C.C(Cl)Cl.C(N(CC)CC)C>[CH:1]1([CH:7]([NH:19][C:20]2[CH:21]=[CH:22][C:23]([C:24]([O:26][CH3:27])=[O:25])=[CH:28][CH:29]=2)[C:9]2[S:17][C:12]3=[N:13][CH:14]=[CH:15][CH:16]=[C:11]3[C:10]=2[CH3:18])[CH2:6][CH2:5][CH2:4][CH2:3][CH2:2]1 |f:2.3,4.5|. Procedure details: To a mixture of cyclohexyl(3-methylthieno[2,3-b]pyridin-2-yl)methanone (1.00 g) synthesized above, methyl 4-aminobenzoate (642 mg), triethylamine (4.31 mL) and methylene chloride (20 mL) was added titanium (IV) chloride (508 μL) at 0° C., and the mixture was stirred at room temperature for 1.5 days under argon atmosphere. Saturated aqueous sodium hydrogen carbonate solution was added to quench the reaction, and the reaction mixture was extracted with ethyl acetate. The extract was washed with sa... Reactants: stolonoxides, C=CCC/C=C\C=C/CCCCCCCC[C@H]1CC[C@H](O1)[C@@H]2CC[C@H](OO2)CC(=O)O (stolonoxide A), C=CCCC/C=C/C=C\CCCCCCCC[C@H]1CC[C@H](O1)[C@H]2CC[C@H](OO2)CC(=O)O (stolonoxide B), C=CCC/C=C\C=C/CCCCCCCC[C@H]1CC[C@H](O1)[C@@H]2CC[C@H](OO2)CC(=O)O (stolonoxide A), C=CCCC/C=C/C=C\CCCCCCCC[C@H]1CC[C@H](O1)[C@H]2CC[C@H](OO2)CC(=O)O (stolonoxide B). Solvent: CCOCC (Et2O). Run at time 1 hour. Yields the product COC(=O)C[C@@H]1CC[C@H](OO1)[C@@H]2CC[C@H](O2)CCCCCC/C=C\C=C/CCC=C (stolonoxide A methyl ester), stolonoxide B methyl ester. RXN SMILES: C=C[CH2:3][CH2:4]/[CH:5]=[CH:6]\[CH:7]=[CH:8]/[CH2:9][CH2:10][CH2:11][CH2:12][CH2:13][CH2:14][CH2:15][CH2:16][C@@H:17]1[O:21][C@H:20]([C@H:22]2[O:27][O:26][C@H:25]([CH2:28][C:29]([OH:31])=[O:30])[CH2:24][CH2:23]2)[CH2:19][CH2:18]1.[CH2:32]=CCCC/C=C/C=C\CCCCCCCC[C@@H]1O[C@H]([C@@H]2OO[C@H](CC(O)=O)CC2)CC1>CCOCC>[CH3:32][O:31][C:29]([CH2:28][C@H:25]1[O:26][O:27][C@H:22]([C@H:20]2[O:21][C@H:17]([CH2:16][CH2:15][CH2:14][CH2:13][CH2:12][CH2:11]/[CH:10]=[CH:9]\[CH:8]=[CH:7]/[CH2:6][CH2:5][CH:4]=[CH2:3])[CH2:18][CH2:19]2)[CH2:23][CH2:24]1)=[O:30]. Procedure details: Methylation of the mixture of stolonoxides A (1) and B (2): Excess of CH2N2 was added to a solution of the mixture of stolonoxide A (1) and B (2) (22 mg) in Et2O (2 mL) at room temperature. After 1 h, the solvent was removed under reduced pressure and the reaction crude subjected to HPLC chromatography yielding stolonoxide A methyl ester (1b, 18 mg) and stolonoxide B methyl ester (2b, 2 mg). The reactants are C(C=C)OC1=CC(=CC2=CC=C(C=C12)[N+](=O)[O-])C1=CC=CC=C1 (1-Allyloxy-3-phenyl-7-nitro-naphthalene), C1CCCC2CCCCC12 (decaline). Conditions: temperature 180 celsius. Yields the product C(C=C)C1=C(C2=CC(=CC=C2C=C1C1=CC=CC=C1)[N+](=O)[O-])O (2-Allyl-3-phenyl-7-nitro-1-naphthol). As a reaction SMILES: C([O:4][C:5]1[C:14]2[C:9](=[CH:10][CH:11]=[C:12]([N+:15]([O-:17])=[O:16])[CH:13]=2)[CH:8]=[C:7]([C:18]2[CH:23]=[CH:22][CH:21]=[CH:20][CH:19]=2)[CH:6]=1)C=C.[CH2:24]1[CH:33]2C(CCCC2)CC[CH2:25]1>>[CH2:33]([C:6]1[C:7]([C:18]2[CH:19]=[CH:20][CH:21]=[CH:22][CH:23]=2)=[CH:8][C:9]2[C:14](=[CH:13][C:12]([N+:15]([O-:17])=[O:16])=[CH:11][CH:10]=2)[C:5]=1[OH:4])[CH:24]=[CH2:25]. Procedure: 31 g of 1-Allyloxy-3-phenyl-7-nitro-naphthalene prepared in step (3) were gradually heated to 180° C. in 390 ml of decaline, the solution being stirred and maintained under nitrogen. The temperature of 180° C. was maintained for about 1 hour. After cooling, the crystals formed were washed with petroleum ether, filtered off and dried at 80° C. under reduced pressure. Starting materials: FC=1C=C2C(=NC1)N(N=C2C=2N=C(C1=C(N2)NC(C1(C)C)=O)I)CC1=C(C=CC=C1)F (2-[5-Fluoro-1-(2-fluorobenzyl)-1H-pyrazolo[3,4-b]pyridin-3-yl]-4-iodo-5,5-dimethyl-5,7-dihydro-6H-pyrrolo[2,3-d]pyrimidin-6-one), C(C)(C)N(C(C)C)CC (N,N-diisopropyl ethylamine), Cl.N1CC(C1)O (azetidin-3-ol hydrochloride), O.FC(C(=O)O)(F)F (water trifluoroacetic acid). Solvent: CN1C(CCC1)=O (1-methyl-2-pyrrolidone). Run at temperature 150 celsius. Yields the product FC=1C=C2C(=NC1)N(N=C2C=2N=C(C1=C(N2)NC(C1(C)C)=O)N1CC(C1)O)CC1=C(C=CC=C1)F (2-[5-Fluoro-1-(2-fluorobenzyl)-1H-pyrazolo[3,4-b]pyridin-3-yl]-4-(3-hydroxyazetidin-1-yl)-5,5-dimethyl-5,7-dihydro-6H-pyrrolo[2,3-d]pyrimidin-6-one). Isolated yield 22.1%. Reaction SMILES: [F:1][C:2]1[CH:3]=[C:4]2[C:10]([C:11]3[N:12]=[C:13](I)[C:14]4[C:19]([CH3:21])([CH3:20])[C:18](=[O:22])[NH:17][C:15]=4[N:16]=3)=[N:9][N:8]([CH2:24][C:25]3[CH:30]=[CH:29][CH:28]=[CH:27][C:26]=3[F:31])[C:5]2=[N:6][CH:7]=1.C(N(CC)C(C)C)(C)C.Cl.[NH:42]1[CH2:45][CH:44]([OH:46])[CH2:43]1.O.FC(F)(F)C(O)=O>CN1CCCC1=O>[F:1][C:2]1[CH:3]=[C:4]2[C:10]([C:11]3[N:12]=[C:13]([N:42]4[CH2:45][CH:44]([OH:46])[CH2:43]4)[C:14]4[C:19]([CH3:21])([CH3:20])[C:18](=[O:22])[NH:17][C:15]=4[N:16]=3)=[N:9][N:8]([CH2:24][C:25]3[CH:30]=[CH:29][CH:28]=[CH:27][C:26]=3[F:31])[C:5]2=[N:6][CH:7]=1 |f:2.3,4.5|. Reported procedure: 100 mg (0.18 mmol, approx. 95% purity) of 2-[5-fluoro-1-(2-fluorobenzyl)-1H-pyrazolo[3,4-b]pyridin-3-yl]-4-iodo-5,5-dimethyl-5,7-dihydro-6H-pyrrolo[2,3-d]pyrimidin-6-one (example 16A) was dissolved in 1-methyl-2-pyrrolidone (3.1 ml) in a reaction vessel suitable for a microwave, and 0.19 ml (1.07 mmol) of N,N-diisopropyl ethylamine and 97 mg (0.89 mmol) of azetidin-3-ol hydrochloride were added. Then the reaction vessel was sealed with a septum and was heated in the microwave at 150° C. for 3 h.... Starting materials: C(C1=CC=CC=C1)(=O)NC1=C(C(=O)OC)C=CC(=C1)O (methyl 2-(benzamido)-4-hydroxybenzoate), C1(CCCCC1)O (cyclohexanol), C1(=CC=CC=C1)P(C1=CC=CC=C1)C1=CC=CC=C1 (triphenylphosphine), Cl (hydrochloric acid), N(=NC(=O)OC(C)C)C(=O)OC(C)C.C1(=CC=CC=C1)C (diisopropyl azodicarboxylate toluene). Solvent: C(C)(=O)OCC (Ethyl acetate), O1CCCC1 (tetrahydrofuran). Run at time 5 hour. The product is C(C1=CC=CC=C1)(=O)NC1=C(C(=O)OC)C=CC(=C1)OC1CCCCC1 (methyl 2-(benzamido)-4-(cyclohexyloxy)benzoate). RXN SMILES: N(C(OC(C)C)=O)=NC(OC(C)C)=O.[C:15]1(C)[CH:20]=[CH:19][CH:18]=[CH:17][CH:16]=1.[C:22]([NH:30][C:31]1[CH:40]=[C:39]([OH:41])[CH:38]=[CH:37][C:32]=1[C:33]([O:35][CH3:36])=[O:34])(=[O:29])[C:23]1[CH:28]=[CH:27][CH:26]=[CH:25][CH:24]=1.C1(O)CCCCC1.C1(P(C2C=CC=CC=2)C2C=CC=CC=2)C=CC=CC=1.Cl>C(OCC)(=O)C.O1CCCC1>[C:22]([NH:30][C:31]1[CH:40]=[C:39]([O:41][CH:15]2[CH2:20][CH2:19][CH2:18][CH2:17][CH2:16]2)[CH:38]=[CH:37][C:32]=1[C:33]([O:35][CH3:36])=[O:34])(=[O:29])[C:23]1[CH:24]=[CH:25][CH:26]=[CH:27][CH:28]=1 |f:0.1|. Procedure details: 0.20 mL of 40% diisopropyl azodicarboxylate /toluene was added dropwise to 1 mL of tetrahydrofuran solution containing 90 mg of methyl 2-(benzamido)-4-hydroxybenzoate, 0.035 mL of cyclohexanol and 0.10 g of triphenylphosphine at room temperature, and stirred at the same temperature for 5 hours. Ethyl acetate and 1.0 mol/L hydrochloric acid were added to the reaction mixture. The organic layer was separated and dried over anhydrous magnesium sulfate after washed with saturated sodium hydrogen car... The reactants are CC(=O)CC(=O)c1ccc(Cl)cc1, Cc1oc(-c2ccccc2)nc1CCOc1ccc(CC(N)C(=O)O)cc1. Product: CC(=CC(=O)c1ccc(Cl)cc1)NC(Cc1ccc(OCCc2nc(-c3ccccc3)oc2C)cc1)C(=O)O. As a reaction SMILES: [Cl:28][c:29]1[cH:30][cH:31][c:32]([C:35]([CH2:36][C:37]([CH3:38])=[O:39])=[O:40])[cH:33][cH:34]1.[NH2:1][CH:2]([C:3](=[O:4])[OH:5])[CH2:6][c:7]1[cH:8][cH:9][c:10]([O:13][CH2:14][CH2:15][c:16]2[n:17][c:18](-[c:22]3[cH:23][cH:24][cH:25][cH:26][cH:27]3)[o:19][c:20]2[CH3:21])[cH:11][cH:12]1>>[NH:1]([CH:2]([C:3](=[O:4])[OH:5])[CH2:6][c:7]1[cH:8][cH:9][c:10]([O:13][CH2:14][CH2:15][c:16]2[n:17][c:18](-[c:22]3[cH:23][cH:24][cH:25][cH:26][cH:27]3)[o:19][c:20]2[CH3:21])[cH:11][cH:12]1)[C:37](=[CH:36][C:35]([c:32]1[cH:31][cH:30][c:29]([Cl:28])[cH:34][cH:33]1)=[O:40])[CH3:38]. The reactants are CC(C)(C)O, CC(=O)O, Cc1cccnc1C#N, [Na+], [OH-], O, O=S(=O)(O)O. Yields the product Cc1cccnc1C(=O)NC(C)(C)C. Reaction SMILES: [C:1]([CH3:2])([CH3:3])([CH3:4])[OH:5].[CH3:22][C:23](=[O:24])[OH:25].[CH3:6][c:7]1[c:8]([C:13]#[N:14])[n:9][cH:10][cH:11][cH:12]1.[Na+:21].[OH-:20].[OH2:26].[S:15]([OH:16])(=[O:17])(=[O:18])[OH:19]>>[C:1]([CH3:2])([CH3:3])([CH3:4])[NH:14][C:13]([c:8]1[c:7]([CH3:6])[cH:12][cH:11][cH:10][n:9]1)=[O:16].